From a dataset of the Open Reaction Database (ORD), a public repository of structured organic reaction records. describe an organic reaction: reactants, conditions, products, and yield Starting materials: [OH-].[Na+] (Sodium hydroxide), CC(=O)C (acetone), Cl (hydrochloric acid), FC1=CC=C(C=CC=O)C=C1 (4-Fluorocinnamaldehyde). Run in O (water), C(C)O (ethanol), O (water). Run at time 5 minute. Product: FC1=CC=C(C=C1)C=CC=CC(C)=O (6-(4-Fluorophenyl)-3,5-hexadiene-2-one). The yield is 96.3%. RXN SMILES: [OH-].[Na+].[CH3:3][C:4]([CH3:6])=[O:5].[F:7][C:8]1[CH:17]=[CH:16][C:11]([CH:12]=[CH:13][CH:14]=O)=[CH:10][CH:9]=1.Cl>O.C(O)C>[F:7][C:8]1[CH:17]=[CH:16][C:11]([CH:12]=[CH:13][CH:14]=[CH:3][C:4](=[O:5])[CH3:6])=[CH:10][CH:9]=1 |f:0.1|. Procedure: Sodium hydroxide (2 g) in water (35 ml) was added to a stirred mixture of acetone (9.7 g) and ethanol (20 ml) cooled in a water bath. 4-Fluorocinnamaldehyde (5 g) was added dropwise to the stirred solution such that the temperature did not exceed 25°. The mixture was stirred at room temperature for 5 min, diluted with water (250 ml), adjusted to pH 1 with 5 M hydrochloric acid and extracted with ethyl acetate (3×100 ml). The combined extracts were washed with brine (1×100 ml), dried (MgSO4) and ... Reactants: CCO, Cc1cc([N+](=O)[O-])cnc1Oc1ccc(Cl)c(C(F)(F)F)c1, Cl, [Fe], O. The product is Cc1cc(N)cnc1Oc1ccc(Cl)c(C(F)(F)F)c1. RXN SMILES: [CH3:1][CH2:2][OH:3].[Cl:5][c:6]1[c:7]([C:23]([F:24])([F:25])[F:26])[cH:8][c:9]([O:10][c:11]2[n:12][cH:13][c:14]([N+:18]([O-:19])=[O:20])[cH:15][c:16]2[CH3:17])[cH:21][cH:22]1.[ClH:4].[Fe:27].[OH2:28]>>[Cl:5][c:6]1[c:7]([C:23]([F:24])([F:25])[F:26])[cH:8][c:9]([O:10][c:11]2[n:12][cH:13][c:14]([NH2:18])[cH:15][c:16]2[CH3:17])[cH:21][cH:22]1.